describe an organic reaction: reactants, conditions, products, and yield From a dataset of the Open Reaction Database (ORD), a public repository of structured organic reaction records. The reactants are N1=CNC2=C1C=CC(=C2)N (benzimidazol-5-amine), BrC1=CC=C(CBr)C=C1 (4-bromobenzylbromide), C(=O)([O-])[O-].[K+].[K+] (K2CO3). The product is BrC1=CC=C(CN(C2=CC3=C(NC=N3)C=C2)CC2=CC=C(C=C2)Br)C=C1 (N,N-Bis(4-bromobenzyl)-1H-benzo[d]imidazol-5-amine). As a reaction SMILES: [N:1]1[C:5]2[CH:6]=[CH:7][C:8]([NH2:10])=[CH:9][C:4]=2[NH:3][CH:2]=1.[Br:11][C:12]1[CH:19]=[CH:18][C:15]([CH2:16]Br)=[CH:14][CH:13]=1.C([O-])([O-])=O.[K+].[K+]>>[Br:11][C:12]1[CH:19]=[CH:18][C:15]([CH2:16][N:10]([CH2:16][C:15]2[CH:18]=[CH:19][C:12]([Br:11])=[CH:13][CH:14]=2)[C:8]2[CH:7]=[CH:6][C:5]3[NH:1][CH:2]=[N:3][C:4]=3[CH:9]=2)=[CH:14][CH:13]=1 |f:2.3.4|. Procedure details: The compound was synthesized starting from benzimidazol-5-amine (133 mg; 1 mmol; 1 eq.), 4-bromobenzylbromide (550 mg; 2.2 mmol; 2.2 eq.) and K2CO3 (304 mg; 2.2 mmol; 2.2 eq.) according to method 5; Yield: 0.153 g (32.5%); MS m/z: 472.3 [M+H]+; 1H-NMR (500 MHz, DMSO d6): δ 4.63 (s, 4H); 6.66-6.67 (m, 1H); 6.71 (dd, 1H, 4J=2.4 Hz, 3J=8.9 Hz); 7.22-7.24 (m, 4H); 7.34 (d, 1H, 3J=8.9 Hz); 7.48-7.50 (m, 4H); 7.93 (s, 1H); 11.99 (br s, 1H; HPLC (METHOD [A]): rt 18.49 min (98.4%) Reactants: IC1=NC(=CN=C1)I (2,6-diiodopyrazine), FC1=CC=C(CNC(=O)C2=C(N=C(S2)Br)C)C=C1 (2-bromo-4-methyl-thiazole-5-carboxylic acid 4-fluoro-benzylamide). The reagents and catalysts are C=1C=CC(=CC1)[P](C=2C=CC=CC2)(C=3C=CC=CC3)[Pd]([P](C=4C=CC=CC4)(C=5C=CC=CC5)C=6C=CC=CC6)([P](C=7C=CC=CC7)(C=8C=CC=CC8)C=9C=CC=CC9)[P](C=1C=CC=CC1)(C=1C=CC=CC1)C=1C=CC=CC1 (Pd(PPh3)4). The solvent is O1CCCC1 (tetrahydrofuran), CN(C=O)C (dimethyl formamide). Reaction conditions: temperature 100 celsius. Yields the product FC1=CC=C(CNC(=O)C2=C(N=C(S2)C2=NC(=CN=C2)I)C)C=C1 (2-(6-iodo-pyrazin-2-yl)-4-methyl-thiazole-5-carboxylic acid 4-fluoro-benzylamide). Isolated yield 10.5%. RXN SMILES: [F:1][C:2]1[CH:18]=[CH:17][C:5]([CH2:6][NH:7][C:8]([C:10]2[S:14][C:13](Br)=[N:12][C:11]=2[CH3:16])=[O:9])=[CH:4][CH:3]=1.[I:19][C:20]1[CH:25]=[N:24][CH:23]=[C:22](I)[N:21]=1>O1CCCC1.CN(C)C=O.C1C=CC([P]([Pd]([P](C2C=CC=CC=2)(C2C=CC=CC=2)C2C=CC=CC=2)([P](C2C=CC=CC=2)(C2C=CC=CC=2)C2C=CC=CC=2)[P](C2C=CC=CC=2)(C2C=CC=CC=2)C2C=CC=CC=2)(C2C=CC=CC=2)C2C=CC=CC=2)=CC=1>[F:1][C:2]1[CH:18]=[CH:17][C:5]([CH2:6][NH:7][C:8]([C:10]2[S:14][C:13]([C:22]3[CH:23]=[N:24][CH:25]=[C:20]([I:19])[N:21]=3)=[N:12][C:11]=2[CH3:16])=[O:9])=[CH:4][CH:3]=1 |^1:40,42,61,80|. Procedure: Part B. An oven-dried sealed tube was charged with 2-bromo-4-methyl-thiazole-5-carboxylic acid 4-fluoro-benzylamide (1.0 g, 3.03 mmol, 1.0 equiv). The sealed tube was purged with nitrogen and Rieke zinc (10 mL, 10 g of zinc in 100 mL of tetrahydrofuran) was added. The reaction was heated in the microwave oven for 15 min at 100° C. Stirring was stopped and the remaining zinc was allowed to settle. The supernatant containing the zinc reagent was transferred via syringe to a solution of 2,6-diiodop...